From a dataset of the Open Reaction Database (ORD), a public repository of structured organic reaction records. describe an organic reaction: reactants, conditions, products, and yield Reactants: ClC1(CC(=C(C=C1)N(C(N)=O)C1=C(C=CC=C1)C(F)(F)F)NC(=O)O)C1=CC(=CC=C1)C(=O)OC (4-chloro-3-((trifluoromethyl)phenyl)-N′-(4-(3-carbomethoxyphenyl) carboxyaminophenyl) urea), CN (methylamine). Run at time 8 hour. The product is ClC1(CC(=C(C=C1)N(C(N)=O)C1=C(C=CC=C1)C(F)(F)F)NC(=O)O)C1=CC(=CC=C1)C(NC)=O (4-chloro-3-((trifluoromethyl)phenyl)-N′-(4-(3-methylcarbamoylphenyl)carboxyaminophenyl) urea). Reaction SMILES: [Cl:1][C:2]1([C:26]2[CH:31]=[CH:30][CH:29]=[C:28]([C:32](OC)=[O:33])[CH:27]=2)[CH:7]=[CH:6][C:5]([N:8]([C:12]2[CH:17]=[CH:16][CH:15]=[CH:14][C:13]=2[C:18]([F:21])([F:20])[F:19])[C:9](=[O:11])[NH2:10])=[C:4]([NH:22][C:23]([OH:25])=[O:24])[CH2:3]1.[CH3:36][NH2:37]>>[Cl:1][C:2]1([C:26]2[CH:31]=[CH:30][CH:29]=[C:28]([C:32](=[O:33])[NH:37][CH3:36])[CH:27]=2)[CH:7]=[CH:6][C:5]([N:8]([C:12]2[CH:17]=[CH:16][CH:15]=[CH:14][C:13]=2[C:18]([F:19])([F:21])[F:20])[C:9](=[O:11])[NH2:10])=[C:4]([NH:22][C:23]([OH:25])=[O:24])[CH2:3]1. Procedure details: To a sample of N-(4-chloro-3-((trifluoromethyl)phenyl)-N′-(4-(3-carbomethoxyphenyl) carboxyaminophenyl) urea (0.17 g, 0.34 mmol) was added methylamine (2 M in THF; 1 mL, 1.7 mmol) and the resulting mixture was stirred at room temp. overnight, then concentrated under reduced pressure to give N-(4-chloro-3-((trifluoromethyl)phenyl)-N′-(4-(3-methylcarbamoylphenyl)carboxyaminophenyl) urea as a white solid: mp 247; TLC (100% EtOAc) Rf0.35. Starting materials: C([O-])(O)=O.[Na+] (sodium bicarbonate), C(C1=CC=CC=C1)N1C(=O)NC(=O)C1 (1-benzylhydantoin), BrBr (bromine), C(C)(=O)O (acetic acid). Solvent: O (water), O (water), O (water), C(C)(=O)OCC (ethyl acetate). The product is OC1C(NC(N1CC1=CC=CC=C1)=O)=O (5-hydroxy-1-benzylhydantoin). Reaction SMILES: C(O)(=[O:3])C.[CH2:5]([N:12]1[CH2:18][C:16](=[O:17])[NH:15][C:13]1=[O:14])[C:6]1[CH:11]=[CH:10][CH:9]=[CH:8][CH:7]=1.BrBr.C(=O)(O)[O-].[Na+]>O.C(OCC)(=O)C>[OH:3][CH:18]1[N:12]([CH2:5][C:6]2[CH:7]=[CH:8][CH:9]=[CH:10][CH:11]=2)[C:13](=[O:14])[NH:15][C:16]1=[O:17] |f:3.4|. Reported procedure: In a solvent mixture of 250 ml of acetic acid and 40 ml of ethyl acetate was dispersed 190 g of 1-benzylhydantoin and the mixture was refluxed under heating with stirring. To the mixture was added dropwise 164 g of bromine over a period of one hour, and the mixture was refluxed under heating for 30 minutes. The solvent was distilled off under a reduced pressure and the residue was allowed to stand for cooling. To the residue were added dropwise an aqueous sodium bicarbonate solution prepared by ... Reactants: O=C1C=2C=CC=C(C2CCC1)NS(=O)(=O)C (N-(5-oxo-5,6,7,8-tetrahydro-1-naphthalenyl)methanesulfonamide), [H-].[Na+] (sodium hydride), O (water), COCCl (chloromethyl methyl ether). Run in CN(C)C=O (DMF). Reaction conditions: temperature 0 celsius, time 45 minute. Product: COCN(S(=O)(=O)C)C1=CC=CC=2C(CCCC12)=O (N-(methoxymethyl)-N-(5-oxo-5,6,7,8-tetrahydro-1-naphthalenyl)methanesulfonamide). RXN SMILES: [O:1]=[C:2]1[CH2:11][CH2:10][CH2:9][C:8]2[C:7]([NH:12][S:13]([CH3:16])(=[O:15])=[O:14])=[CH:6][CH:5]=[CH:4][C:3]1=2.[H-].[Na+].[CH3:19][O:20][CH2:21]Cl.O>CN(C=O)C>[CH3:19][O:20][CH2:21][N:12]([C:7]1[C:8]2[CH2:9][CH2:10][CH2:11][C:2](=[O:1])[C:3]=2[CH:4]=[CH:5][CH:6]=1)[S:13]([CH3:16])(=[O:15])=[O:14] |f:1.2|. Procedure details: A solution of Example 15A (4.0 g, 17 mmol) in anhydrous DMF (40 mL) under a nitrogen atmosphere was treated with a 60% dispersion of sodium hydride (0.74 g, 18 mmol) in portions over 5 minutes, stirred for 45 minutes, cooled to 0° C., treated dropwise with chloromethyl methyl ether (1.3 mL, 18 mmol), stirred at ambient temperature for 2 hours, treated with cold water (250 mL) and extracted with diethyl ether (3×). The combined diethyl ether extracts were washed with water, washed with brine, dri... The reactants are C(=O)C1=C(C=CC=C1)NC(OC)=O (Methyl 2-formylphenylcarbamate), S(=O)(=O)([O-])[O-].[Mg+2] (magnesium sulfate), C(C=C)N (allylamine). Solvent: C(Cl)(Cl)Cl (chloroform). Conditions: time 8 hour. Product: C(C=C)N=CC1=C(C=CC=C1)NC(OC)=O (Methyl 2-[(Allylimino)methyl]phenylcarbamate). Yield: 98.2%. As a reaction SMILES: [CH:1]([C:3]1[CH:8]=[CH:7][CH:6]=[CH:5][C:4]=1[NH:9][C:10](=[O:13])[O:11][CH3:12])=O.S([O-])([O-])(=O)=O.[Mg+2].[CH2:20]([NH2:23])[CH:21]=[CH2:22]>C(Cl)(Cl)Cl>[CH2:20]([N:23]=[CH:1][C:3]1[CH:8]=[CH:7][CH:6]=[CH:5][C:4]=1[NH:9][C:10](=[O:13])[O:11][CH3:12])[CH:21]=[CH2:22] |f:1.2|. Procedure details: Methyl 2-formylphenylcarbamate (7, 1 g, 5.6 mmol) and magnesium sulfate (3 g) were added to a solution of allylamine (1.5 g, 26 mmol) in chloroform (10 mL) and mixture was stirred overnight. Then mixture was filtered and the residue was washed with chloroform (2×10 mL). The combined filtrates were washed with water (3×10 mL) brine (10 mL), dried with sodium sulfate, and concentrated on a rotary evaporator to afford 15 as yellow oil (1.2 g, 99%). IR (film) 1732, 1635 cm−1; 1H NMR (500 MHz, CDCl3)... Starting materials: ClC1=NC(=C2N=CN(C2=N1)COCC[Si](C)(C)C)Cl (2,6-dichloro-9-[[2-(trimethylsilyl)ethoxy]-methyl]-9H-purine), C1(=CC=CC=C1)COC1=CC2=C(NC=N2)C=C1 (5-(phenylmethoxy)-1H-benzimidazole), C(C1=CC=CC=C1)OCC1=CC=CC=C1 (benzyl ether), N1=CNC2=C1C=CC=C2 (benzimidazole). Run in C(CCC)O (butanol). Run at temperature 120 celsius. Yields the product ClC1=NC(=C2N=CN(C2=N1)COCC[Si](C)(C)C)N1C=NC2=C1C=C(C=C2)OCC2=CC=CC=C2 (2-chloro-6-[6-(phenylmethoxy)-1H-benzimidazol-1-yl]-9-[[2-(trimethylsilyl)ethoxy]methyl]-9H-purine). Yield: 48.8%. Reaction SMILES: [Cl:1][C:2]1[N:10]=[C:9]2[C:5]([N:6]=[CH:7][N:8]2[CH2:11][O:12][CH2:13][CH2:14][Si:15]([CH3:18])([CH3:17])[CH3:16])=[C:4](Cl)[N:3]=1.[C:20]1([CH2:26][O:27][C:28]2[CH:36]=[CH:35][C:31]3[NH:32][CH:33]=[N:34][C:30]=3[CH:29]=2)[CH:25]=[CH:24][CH:23]=[CH:22][CH:21]=1.C(OCC1C=CC=CC=1)C1C=CC=CC=1.N1C2C=CC=CC=2NC=1>C(O)CCC>[Cl:1][C:2]1[N:10]=[C:9]2[C:5]([N:6]=[CH:7][N:8]2[CH2:11][O:12][CH2:13][CH2:14][Si:15]([CH3:18])([CH3:17])[CH3:16])=[C:4]([N:34]2[C:30]3[CH:29]=[C:28]([O:27][CH2:26][C:20]4[CH:21]=[CH:22][CH:23]=[CH:24][CH:25]=4)[CH:36]=[CH:35][C:31]=3[N:32]=[CH:33]2)[N:3]=1. Procedure: 860 mg of product obtained in stage 1 above are mixed with 605 mg of 5-(phenylmethoxy)-1H-benzimidazole (benzyl ether in the 5-position of benzimidazole) and 15 ml of butanol. The mixture is heated at 120° C. for 24 hours. Partial drying, washing with H2O and then drying under vacuum at 50° C. are carried out. 667 mg of 2-chloro-6-[6-(phenylmethoxy)-1H-benzimidazol-1-yl]-9-[[2-(trimethylsilyl)ethoxy]methyl]-9H-purine are obtained, in the form of beige-colored crystals. Reactants: BrCCC(OC)OC (3-Bromo-1, 1dimethoxy-propane), Cl.N1=NC(=CC=C1)C=1C(NC(NC1)=O)=O (5-pyridazin-3-yl-1H-pyrimidine-2,4-dione hydrochloride), BrCCC(OC)OC (3-bromo-1,1dimethoxy-propane), C(=O)([O-])[O-].[K+].[K+] (K2CO3), BrCCC(OC)OC (3-Bromo-1,1dimethoxy-propane). Run in CS(=O)C (DMSO). Run at time 24 hour. Product: COC(CCN1C(NC(C(=C1)C=1N=NC=CC1)=O)=O)OC (1-(3,3-Dimethoxy-propyl)-5-pyridazin-3-yl-1H-pyrimidine-2,4-dione). Yield: 23.7%. RXN SMILES: Cl.[N:2]1[CH:7]=[CH:6][CH:5]=[C:4]([C:8]2[C:9](=[O:15])[NH:10][C:11](=[O:14])[NH:12][CH:13]=2)[N:3]=1.Br[CH2:17][CH2:18][CH:19]([O:22][CH3:23])[O:20][CH3:21].C([O-])([O-])=O.[K+].[K+]>CS(C)=O>[CH3:21][O:20][CH:19]([O:22][CH3:23])[CH2:18][CH2:17][N:12]1[CH:13]=[C:8]([C:4]2[N:3]=[N:2][CH:7]=[CH:6][CH:5]=2)[C:9](=[O:15])[NH:10][C:11]1=[O:14] |f:0.1,3.4.5|. Procedure: A mixture of 5-pyridazin-3-yl-1H-pyrimidine-2,4-dione hydrochloride (Prep121, 656 mg, 2.89 mmol), 3-bromo-1,1dimethoxy-propane (609 mg, 3.33 mmol) and K2CO3 (400 mg, 2.89 mmol) in DMSO (10 ml) was stirred for 24 hours at room temperature. 3-Bromo-1, 1dimethoxy-propane (100 mg, 0.55 mmol) was then added and the reaction was left for 11 days at room temperature. 3-Bromo-1,1dimethoxy-propane (100 mg, 0.55 mmol) was further added and stirring continued for additional 6 days. The mixture was lyophili... Reactants: [Li+].[OH-] (LiOH), C(C)OC(C[C@@H]1CCC2=CC(=CC=C12)OCCC=1N=C(SC1C)Br)=O (ethyl{(1S)-5-[2-(2-bromo-5-methyl-1,3-thiazol-4-yl)ethoxy]-2,3-dihydro-1H-inden-1-yl}acetate), CCO (EtOH). Run in O (water), C1CCOC1 (THF), O (water). Reaction conditions: time 24 hour. Product: C(C)(C)C1=CC=C(C=C1)C=1SC(=C(N1)CCOC=1C=C2CC[C@H](C2=CC1)CC(=O)O)C (((1S)-5-{2-[2-(4-isopropylphenyl)-5-methyl-1,3-thiazol-4-yl]ethoxy}-2,3-dihydro-1H-inden-1-yl)acetic acid). Isolated yield 66.0%. As a reaction SMILES: C([O:3][C:4](=[O:25])[CH2:5][C@H:6]1[C:14]2[C:9](=[CH:10][C:11]([O:15][CH2:16][CH2:17][C:18]3[N:19]=[C:20](Br)[S:21][C:22]=3[CH3:23])=[CH:12][CH:13]=2)[CH2:8][CH2:7]1)C.[CH3:26][CH2:27]O.[Li+].[OH-]>C1COCC1.O>[CH:9]([C:26]1[CH:27]=[CH:7][C:6]([C:20]2[S:21][C:22]([CH3:23])=[C:18]([CH2:17][CH2:16][O:15][C:11]3[CH:10]=[C:9]4[C:14](=[CH:13][CH:12]=3)[C@H:6]([CH2:5][C:4]([OH:3])=[O:25])[CH2:7][CH2:8]4)[N:19]=2)=[CH:5][CH:4]=1)([CH3:10])[CH3:8] |f:2.3|. Procedure details: To a solution of Example 174 (305 mg, 0.657 mmol) in a mixture of THF (8 mL), water (8 mL), and EtOH (4 mL), was added LiOH (63 mg, 2.63 mmol). The reaction mixture was vigorously stirred for 24 hours, diluted with water (20 mL), and washed with Et2O (10 mL). The aqueous phase was then acidified to pH ˜1 using 1 N HCl, and then extracted with CH2Cl2 (4×50 mL). The combined organic layers were dried (Na2SO4), filtered, and concentrated under reduced pressure. The residue was then purified by sili...